Task: describe an organic reaction: reactants, conditions, products, and yield. Dataset: the Open Reaction Database (ORD), a public repository of structured organic reaction records Starting materials: material, C1(=CC=CC=C1)S(=O)(=O)N1C=CC=2C1=NC=C(C2Cl)[N+](=O)[O-] (1-benzenesulfonyl-4-chloro-5-nitro-1H-pyrrolo[2,3-b]pyridine), NC1CCN(CC1)C(=O)OC(C)(C)C (4-amino-1-Boc-piperidine), C(C)(C)N(CC)C(C)C (diisopropylethylamine). The solvent is CC(C)O (propan-2-ol). Reaction conditions: temperature 80 celsius. The product is C(C)(C)(C)OC(=O)N1CCC(CC1)NC1=C2C(=NC=C1[N+](=O)[O-])N(C=C2)S(=O)(=O)C2=CC=CC=C2 (4-(1-Benzenesulfonyl-5-nitro-1H-pyrrolo[2,3-b]pyridin-4-ylamino)-piperidine-1-carboxylic acid tert-butyl ester). Isolated yield 58.2%. As a reaction SMILES: [C:1]1([S:7]([N:10]2[C:14]3=[N:15][CH:16]=[C:17]([N+:20]([O-:22])=[O:21])[C:18](Cl)=[C:13]3[CH:12]=[CH:11]2)(=[O:9])=[O:8])[CH:6]=[CH:5][CH:4]=[CH:3][CH:2]=1.[NH2:23][CH:24]1[CH2:29][CH2:28][N:27]([C:30]([O:32][C:33]([CH3:36])([CH3:35])[CH3:34])=[O:31])[CH2:26][CH2:25]1.C(N(C(C)C)CC)(C)C>CC(O)C>[C:33]([O:32][C:30]([N:27]1[CH2:28][CH2:29][CH:24]([NH:23][C:18]2[C:17]([N+:20]([O-:22])=[O:21])=[CH:16][N:15]=[C:14]3[N:10]([S:7]([C:1]4[CH:6]=[CH:5][CH:4]=[CH:3][CH:2]=4)(=[O:9])=[O:8])[CH:11]=[CH:12][C:13]=23)[CH2:25][CH2:26]1)=[O:31])([CH3:36])([CH3:34])[CH3:35]. Procedure: A mixture of 1-benzenesulfonyl-4-chloro-5-nitro-1H-pyrrolo[2,3-b]pyridine (15.6 g, 46.2 mmol), 4-amino-1-Boc-piperidine (10.18 g, 50.8 mmol), diisopropylethylamine (20.9 ml, 120 mmol) in propan-2-ol (200 ml) was heated at 80° C. for 11 h. The mixture was then cooled to 25° C. and was concentrated under reduced pressure. The yellow-orange residue was partitioned between water (150 ml) and CH2Cl2 (2×200 ml). The combined organic layers were dried over MgSO4, filtered, and the filtrate was concentr...